From a dataset of the Open Reaction Database (ORD), a public repository of structured organic reaction records. describe an organic reaction: reactants, conditions, products, and yield Reactants: Br, [Cl-], [NH4+], [Na+], [Na], BrOBr, [OH-], O, c1cc2cn[nH]c2cn1. The product is Brc1n[nH]c2cnccc12. Reaction SMILES: [Br:14].[Cl-:17].[NH4+:18].[Na+:16].[Na:13].[O:10]([Br:11])[Br:12].[OH-:15].[OH2:19].[nH:1]1[n:2][cH:3][c:4]2[c:5]1[cH:6][n:7][cH:8][cH:9]2>>[nH:1]1[n:2][c:3]([Br:11])[c:4]2[c:5]1[cH:6][n:7][cH:8][cH:9]2. Starting materials: COCc1cc2cc(OC)ccc2n1-c1ccc(O)cc1, CN(C)C=O, ClCCCN1CCCC1, [H-], [I-], [Na+], [Na+], O. Product: COCc1cc2cc(OC)ccc2n1-c1ccc(OCCCN2CCCC2)cc1. As a reaction SMILES: [CH3:1][O:2][c:3]1[cH:4][c:5]2[cH:6][c:7]([CH2:19][O:20][CH3:21])[n:8](-[c:12]3[cH:13][cH:14][c:15]([OH:18])[cH:16][cH:17]3)[c:9]2[cH:10][cH:11]1.[CH3:35][N:36]([CH3:37])[CH:38]=[O:39].[Cl:22][CH2:23][CH2:24][CH2:25][N:26]1[CH2:27][CH2:28][CH2:29][CH2:30]1.[H-:31].[I-:34].[Na+:32].[Na+:33].[OH2:40]>>[CH3:1][O:2][c:3]1[cH:4][c:5]2[cH:6][c:7]([CH2:19][O:20][CH3:21])[n:8](-[c:12]3[cH:13][cH:14][c:15]([O:18][CH2:23][CH2:24][CH2:25][N:26]4[CH2:27][CH2:28][CH2:29][CH2:30]4)[cH:16][cH:17]3)[c:9]2[cH:10][cH:11]1. The reactants are C(C)OP(OCC)OCC (triethylphosphite), COCBr (bromomethyl methyl ether). Run at time 24 hour. Product: COCP(OCC)(OCC)=O ((Methoxymethyl)phosphonic acid, diethyl ester). The yield is 85.6%. Reaction SMILES: C([O:3][P:4]([O:8][CH2:9][CH3:10])[O:5][CH2:6][CH3:7])C.[CH3:11][O:12][CH2:13]Br>>[CH3:11][O:12][CH2:13][P:4](=[O:3])([O:5][CH2:6][CH3:7])[O:8][CH2:9][CH3:10]. Procedure details: To a sample of 17.90 mL (0.104 mol) of triethylphosphite at -78° C. under argon was added dropwise 8.50 mL (0.104 mol) of bromomethyl methyl ether. The mixture slowly warmed to RT and stirred for 24 h, when it was fractionally distilled (bp 100° C., 5 mm) to provide 16.22 g (98%) of title compound as a pale yellow oil. The reactants are glass, BrC1=CC=C(S1)C(=O)NC(C)(C)C (5-Bromo-N-tert-butylthiophene-2-carboxamide), C1(CC1)NC(C1=CC(=C(C=C1)C)B1OC(C(O1)(C)C)(C)C)=O (N-cyclopropyl-4-methyl-3-(4,4,5,5-tetramethyl-1,3,2-dioxaborolan-2-yl)benzamide), [F-].[Cs+] (cesium fluoride), O1CCOCC1 (1,4-dioxane). Reagents/catalysts: C=1C=CC(=CC1)[P](C=2C=CC=CC2)(C=3C=CC=CC3)[Pd]([P](C=4C=CC=CC4)(C=5C=CC=CC5)C=6C=CC=CC6)([P](C=7C=CC=CC7)(C=8C=CC=CC8)C=9C=CC=CC9)[P](C=1C=CC=CC1)(C=1C=CC=CC1)C=1C=CC=CC1 (tetrakis(triphenylphosphine)palladium(0)). Solvent: O (water), CCOC(=O)C (EtOAc). Reaction conditions: temperature 150 celsius. Product: C(C)(C)(C)NC(=O)C=1SC(=CC1)C1=C(C=CC(=C1)C(NC1CC1)=O)C (N-tert-butyl-5-(5-(cyclopropylcarbamoyl)-2-methylphenyl)thiophene-2-carboxamide). The yield is 59.1%. RXN SMILES: Br[C:2]1[S:6][C:5]([C:7]([NH:9][C:10]([CH3:13])([CH3:12])[CH3:11])=[O:8])=[CH:4][CH:3]=1.[CH:14]1([NH:17][C:18](=[O:35])[C:19]2[CH:24]=[CH:23][C:22]([CH3:25])=[C:21](B3OC(C)(C)C(C)(C)O3)[CH:20]=2)[CH2:16][CH2:15]1.[F-].[Cs+].O1CCOCC1>CCOC(C)=O.C1C=CC([P]([Pd]([P](C2C=CC=CC=2)(C2C=CC=CC=2)C2C=CC=CC=2)([P](C2C=CC=CC=2)(C2C=CC=CC=2)C2C=CC=CC=2)[P](C2C=CC=CC=2)(C2C=CC=CC=2)C2C=CC=CC=2)(C2C=CC=CC=2)C2C=CC=CC=2)=CC=1.O>[C:10]([NH:9][C:7]([C:5]1[S:6][C:2]([C:21]2[CH:20]=[C:19]([C:18](=[O:35])[NH:17][CH:14]3[CH2:16][CH2:15]3)[CH:24]=[CH:23][C:22]=2[CH3:25])=[CH:3][CH:4]=1)=[O:8])([CH3:13])([CH3:12])[CH3:11] |f:2.3,^1:53,55,74,93|. Procedure details: A 15 ml glass microwave reaction vessel was charged with 5-Bromo-N-tert-butylthiophene-2-carboxamide (1.5 g, 5.7 mmol), N-cyclopropyl-4-methyl-3-(4,4,5,5-tetramethyl-1,3,2-dioxaborolan-2-yl)benzamide (1.7 g, 5.7 mmol), cesium fluoride (0.63 g, 17 mmol), tetrakis(triphenylphosphine)palladium(0) (0.46 g, 0.40 mmol), 1,4-dioxane (4 ml, 57 mmol) and water (4 ml). The reaction mixture was heated in a Smith Synthesizer microwave reactor (Personal Chemistry, Inc., Upssala, Sweden) at 150° C. for 20 min... The reactants are BrC=1N(C2=CC(=CC=C2C1C1CCCCC1)C(=O)OC)CC(=O)N(C)C (methyl 2-bromo-3-cyclohexyl-1-[2-(dimethylamino)-2-oxoethyl]-1H-indole-6-carboxylate), C1(CC1)B(O)O (cyclopropylboronic acid), C1(CCCCC1)P(C1CCCCC1)C1CCCCC1 (tricyclohexylphosphine), P(=O)([O-])([O-])[O-].[K+].[K+].[K+] (potassium phosphate). The reagents and catalysts are CC(=O)[O-].CC(=O)[O-].[Pd+2] (Pd(OAc)2). Run in C1(=CC=CC=C1)C (toluene), CCOC(=O)C (EtOAc). Run at temperature 100 celsius, time 1.5 hour. The product is C1(CCCCC1)C1=C(N(C2=CC(=CC=C12)C(=O)OC)CC(=O)N(C)C)C1CC1 (Methyl 3-cyclohexyl-2-cyclopropyl-1-[2-(dimethylamino)-2-oxoethyl]-1H-indole-6-carboxylate). Isolated yield 70.0%. RXN SMILES: Br[C:2]1[N:3]([CH2:21][C:22]([N:24]([CH3:26])[CH3:25])=[O:23])[C:4]2[C:9]([C:10]=1[CH:11]1[CH2:16][CH2:15][CH2:14][CH2:13][CH2:12]1)=[CH:8][CH:7]=[C:6]([C:17]([O:19][CH3:20])=[O:18])[CH:5]=2.[CH:27]1(B(O)O)[CH2:29][CH2:28]1.P([O-])([O-])([O-])=O.[K+].[K+].[K+].C1(P(C2CCCCC2)C2CCCCC2)CCCCC1>C1(C)C=CC=CC=1.CC([O-])=O.CC([O-])=O.[Pd+2].CCOC(C)=O>[CH:11]1([C:10]2[C:9]3[C:4](=[CH:5][C:6]([C:17]([O:19][CH3:20])=[O:18])=[CH:7][CH:8]=3)[N:3]([CH2:21][C:22]([N:24]([CH3:26])[CH3:25])=[O:23])[C:2]=2[CH:27]2[CH2:29][CH2:28]2)[CH2:16][CH2:15][CH2:14][CH2:13][CH2:12]1 |f:2.3.4.5,8.9.10|. Procedure details: To a solution of methyl 2-bromo-3-cyclohexyl-1-[2-(dimethylamino)-2-oxoethyl]-1H-indole-6-carboxylate (prepared as in published International patent application WO2004/087714) in toluene (0.24 M) was added cyclopropylboronic acid (1.3 eq.) followed by potassium phosphate (3.5 eq.). The mixture was degassed, then Pd(OAc)2 (0.1 eq.) and tricyclohexylphosphine (0.2 eq.) were added. The reaction was stirred under nitrogen at 100° C. for 1.5 h and then cooled to RT. EtOAc was added and the organic ph... Reactants: C1(CC1)N1N=CC(=C1)B1OC(C(O1)(C)C)(C)C (1-cyclopropyl-4-(4,4,5,5-tetramethyl-1,3,2-dioxaborolan-2-yl)-1H-pyrazole), C([O-])([O-])=O.[K+].[K+] (potassium carbonate), BrC=1C(=C2CC[C@@H](N(C2=CC1)C(C)=O)C)OC1CC1 ((S)-1-(6-bromo-5-cyclopropoxy-2-methyl-3,4-dihydroquinolin-1(2H)-yl)ethanone). Reagents/catalysts: C1=CC=C(C=C1)P([C-]2C=CC=C2)C3=CC=CC=C3.C1=CC=C(C=C1)P([C-]2C=CC=C2)C3=CC=CC=C3.Cl[Pd]Cl.[Fe+2].ClCCl ([1,1′-Bis(diphenylphosphino)ferrocene]dichloropalladium(II) dichloromethane). Solvent: O1CCOCC1 (1,4-dioxane). Run at temperature 80 celsius. Product: C1(CC1)OC1=C2CC[C@@H](N(C2=CC=C1C=1C=NN(C1)C1CC1)C(C)=O)C ((S)-1-(5-cyclopropoxy-6-(1-cyclopropyl-1H-pyrazol-4-yl)-2-methyl-3,4-dihydroquinolin-1 (2H)-yl)ethanone). The yield is 18.5%. As a reaction SMILES: Br[C:2]1[C:3]([O:16][CH:17]2[CH2:19][CH2:18]2)=[C:4]2[C:9](=[CH:10][CH:11]=1)[N:8]([C:12](=[O:14])[CH3:13])[C@@H:7]([CH3:15])[CH2:6][CH2:5]2.[CH:20]1([N:23]2[CH:27]=[C:26](B3OC(C)(C)C(C)(C)O3)[CH:25]=[N:24]2)[CH2:22][CH2:21]1.C(=O)([O-])[O-].[K+].[K+]>C1C=CC(P(C2C=CC=CC=2)[C-]2C=CC=C2)=CC=1.C1C=CC(P(C2C=CC=CC=2)[C-]2C=CC=C2)=CC=1.Cl[Pd]Cl.[Fe+2].ClCCl.O1CCOCC1>[CH:17]1([O:16][C:3]2[C:2]([C:26]3[CH:25]=[N:24][N:23]([CH:20]4[CH2:22][CH2:21]4)[CH:27]=3)=[CH:11][CH:10]=[C:9]3[C:4]=2[CH2:5][CH2:6][C@H:7]([CH3:15])[N:8]3[C:12](=[O:14])[CH3:13])[CH2:19][CH2:18]1 |f:2.3.4,5.6.7.8.9|. Procedure details: A 1.5 mL reaction vial was charged with (S)-1-(6-bromo-5-cyclopropoxy-2-methyl-3,4-dihydroquinolin-1(2H)-yl)ethanone (0.019 g, 0.06 mmol) and 1,4-dioxane (50 μL). 1-cyclopropyl-4-(4,4,5,5-tetramethyl-1,3,2-dioxaborolan-2-yl)-1H-pyrazole (0.2 M solution in 1,4-dioxane, 540 μL, 0.108 mmol) and potassium carbonate (1 M solution in water, 180 μL, 0.18 mmol) were added, and the reaction mixture was purged with nitrogen. [1,1′-Bis(diphenylphosphino)ferrocene]dichloropalladium(II) dichloromethane adduc...